Dataset: the Open Reaction Database (ORD), a public repository of structured organic reaction records. Task: describe an organic reaction: reactants, conditions, products, and yield Starting materials: N1=C(C=CC=C1)SCCCCNC(P(OCC)(OCC)=O)P(OCC)(OCC)=O (tetraethyl 4-(2-pyridylthio)butylaminomethylenebisphosphonate), Cl (hydrochloric acid). Product: Cl.N1=C(C=CC=C1)SCCCCNC(P(O)(O)=O)P(O)(O)=O (4-(2-pyridylthio)butylaminomethylenebisphosphonic acid hydrochloride). Yield: 70.0%. Reaction SMILES: [N:1]1[CH:6]=[CH:5][CH:4]=[CH:3][C:2]=1[S:7][CH2:8][CH2:9][CH2:10][CH2:11][NH:12][CH:13]([P:22](=[O:29])([O:26]CC)[O:23]CC)[P:14](=[O:21])([O:18]CC)[O:15]CC.[ClH:30]>>[ClH:30].[N:1]1[CH:6]=[CH:5][CH:4]=[CH:3][C:2]=1[S:7][CH2:8][CH2:9][CH2:10][CH2:11][NH:12][CH:13]([P:22](=[O:23])([OH:26])[OH:29])[P:14](=[O:15])([OH:18])[OH:21] |f:2.3|. Procedure details: A solution of tetraethyl 4-(2-pyridylthio)butylaminomethylenebisphosphonate (2.50 g) in hydrochloric acid (40 ml) was stirred for 3 hours under reflux. The reaction mixture was concentrated under reduced pressure. Acetone was added to the residue and the separated white precipitate was collected by filtration and recrystallized from water-methanol to obtain 4-(2-pyridylthio)butylaminomethylenebisphosphonic acid hydrochloride (1.46 g, 70%) as a white powder. The reactants are FC1=CC=C(C=C1)C(CC=O)(C)C (3-(4-fluorophenyl)-3-methylbutyraldehyde), C(C)(C)NC(C)C (diisopropylamine), C(CCC)[SnH](CCCC)CCCC (tributyltin hydride), C(CCC)[Li] (n-butyllithium). Run in O1CCCC1 (tetrahydrofuran), O1CCCC1 (tetrahydrofuran). Reaction conditions: temperature 0 celsius, time 10 minute. The product is FC1=CC=C(C=C1)C(CC(O)[Sn](CCCC)(CCCC)CCCC)(C)C (3-(4-fluorophenyl)-3-methyl-1-tributylstannylbutanol). The yield is 100.0%. As a reaction SMILES: C(NC(C)C)(C)C.C([Li])CCC.[CH2:13]([SnH:17]([CH2:22][CH2:23][CH2:24][CH3:25])[CH2:18][CH2:19][CH2:20][CH3:21])[CH2:14][CH2:15][CH3:16].[F:26][C:27]1[CH:32]=[CH:31][C:30]([C:33]([CH3:38])([CH3:37])[CH2:34][CH:35]=[O:36])=[CH:29][CH:28]=1>O1CCCC1>[F:26][C:27]1[CH:28]=[CH:29][C:30]([C:33]([CH3:38])([CH3:37])[CH2:34][CH:35]([Sn:17]([CH2:18][CH2:19][CH2:20][CH3:21])([CH2:22][CH2:23][CH2:24][CH3:25])[CH2:13][CH2:14][CH2:15][CH3:16])[OH:36])=[CH:31][CH:32]=1. Procedure details: A stirring solution of 10.8 mL (0.077 mole) of diisopropylamine in 100 mL of tetrahydrofuran is cooled to 0° C., and 30.8 mL (0.077 mole) of n-butyllithium (2.5M in hexanes) is added dropwise. Upon completion of the addition, the reaction mixture is stirred for about 10 minutes, then 22.3 grams (0.077 mole) of tributyltin hydride is added dropwise at a rate to maintain the reaction mixture temperature at about 0° C. The reaction mixture is then stirred for about 15 minutes. After this time the r... Reactants: N#CCCCCCCBr, C1CCNCC1, ClC(Cl)Cl, c1ccccc1. The product is N#CCCCCCCN1CCCCC1. RXN SMILES: [Br:13][CH2:14][CH2:15][CH2:16][CH2:17][CH2:18][CH2:19][C:20]#[N:21].[CH2:1]1[CH2:2][CH2:3][NH:4][CH2:5][CH2:6]1.[CH:22]([Cl:23])([Cl:24])[Cl:25].[cH:7]1[cH:8][cH:9][cH:10][cH:11][cH:12]1>>[CH2:1]1[CH2:2][CH2:3][N:4]([CH2:14][CH2:15][CH2:16][CH2:17][CH2:18][CH2:19][C:20]#[N:21])[CH2:5][CH2:6]1. The reactants are [Cl-], O=C(O)Cc1cc(Cl)cc2c(-c3ccccc3)onc12, OC1(c2ccccc2)CCNCC1. Yields the product O=C(Cc1cc(Cl)cc2c(-c3ccccc3)onc12)N1CCC(O)(c2ccccc2)CC1. As a reaction SMILES: [Cl-:1].[Cl:2][c:3]1[cH:4][c:5]([CH2:18][C:19](=[O:20])[OH:21])[c:6]2[c:7]([c:8](-[c:11]3[cH:12][cH:13][cH:14][cH:15][cH:16]3)[o:9][n:10]2)[cH:17]1.[OH:22][C:23]1([c:29]2[cH:30][cH:31][cH:32][cH:33][cH:34]2)[CH2:24][CH2:25][NH:26][CH2:27][CH2:28]1>>[Cl:2][c:3]1[cH:4][c:5]([CH2:18][C:19](=[O:21])[N:26]2[CH2:25][CH2:24][C:23]([OH:22])([c:29]3[cH:30][cH:31][cH:32][cH:33][cH:34]3)[CH2:28][CH2:27]2)[c:6]2[c:7]([c:8](-[c:11]3[cH:12][cH:13][cH:14][cH:15][cH:16]3)[o:9][n:10]2)[cH:17]1. Starting materials: O1C=C(C=C1)C=1C(=C(C(=O)OCC)C(=CC1)CS(=O)(=O)C1=C(C=CC=C1)C)OC (ethyl 3-(furan-3-yl)-2-methoxy-6-(2-methylbenzenesulphonylmethyl)benzoate), CC1(OB(OC1(C)C)C=1SC=CC1)C (2-(4,4,5,5-tetramethyl-1,3,2-dioxaborolan-2-yl)thiophene), C1(=CC=CC=C1)S(=O)(=O)CC1=CC=C(C(=C1C(=O)OC)OC)Br (methyl 6-(benzenesulphonylmethyl)-3-bromo-2-methoxybenzoate), C1(=CC=CC=C1)S(=O)(=O)CC1=CC=C(C(=C1C(=O)OC)OC)Br (methyl 6-(benzenesulphonylmethyl)-3-bromo-2-methoxybenzoate). Yields the product C1(=CC=CC=C1)S(=O)(=O)CC1=CC=C(C(=C1C(=O)OC)OC)C=1SC=CC1 (Methyl 6-(benzenesulphonylmethyl)-2-methoxy-3-(thien-2-yl)-benzoate). RXN SMILES: O1[CH:5]=[CH:4][C:3]([C:6]2[C:7]([O:28][CH3:29])=[C:8]([C:14]([CH2:17][S:18]([C:21]3[CH:26]=[CH:25][CH:24]=[CH:23][C:22]=3C)(=[O:20])=[O:19])=[CH:15][CH:16]=2)[C:9]([O:11][CH2:12]C)=[O:10])=C1.[C:30]1([S:36](CC2C(C(OC)=O)=C(OC)C(Br)=CC=2)(=O)=O)C=CC=CC=1.CC1(C)C(C)(C)OB(C2SC=CC=2)O1>>[C:21]1([S:18]([CH2:17][C:14]2[C:8]([C:9]([O:11][CH3:12])=[O:10])=[C:7]([O:28][CH3:29])[C:6]([C:3]3[S:36][CH:30]=[CH:5][CH:4]=3)=[CH:16][CH:15]=2)(=[O:19])=[O:20])[CH:22]=[CH:23][CH:24]=[CH:25][CH:26]=1. Procedure: Prepared by proceeding in a manner similar to Intermediate 28, starting from methyl 6-(benzenesulphonylmethyl)-3-bromo-2-methoxybenzoate (Intermediate 65) and 2-(4,4,5,5-tetramethyl-1,3,2-dioxaborolan-2-yl)thiophene. Reactants: C1(CC1)COC1=C(C=C(C=C1)C=1OC2=C(N1)CC1(OCCO1)CC2)F (2-(4-(cyclopropylmethoxy)-3-fluorophenyl)-6,7-dihydro-4H-spiro[1,3-benzoxazole-5,2′-[1,3]dioxolane]), C1CCOC1 (THF), Cl (hydrochloric acid), C(O)([O-])=O.[Na+] (sodium hydrogen carbonate). Run in O (water), CO (methanol). Conditions: temperature 70 celsius, time 1 hour. The product is C1(CC1)COC1=C(C=C(C=C1)C=1OC2=C(N1)CC(CC2)O)F (2-(4-(cyclopropylmethoxy)-3-fluorophenyl)-4,5,6,7-tetrahydro-1,3-benzoxazol-5-ol). The yield is 55.6%. Reaction SMILES: [CH:1]1([CH2:4][O:5][C:6]2[CH:11]=[CH:10][C:9]([C:12]3[O:13][C:14]4[CH2:24][CH2:23][C:18]5(OCC[O:19]5)[CH2:17][C:15]=4[N:16]=3)=[CH:8][C:7]=2[F:25])[CH2:3][CH2:2]1.C1COCC1.Cl.C(=O)([O-])O.[Na+]>O.CO>[CH:1]1([CH2:4][O:5][C:6]2[CH:11]=[CH:10][C:9]([C:12]3[O:13][C:14]4[CH2:24][CH2:23][CH:18]([OH:19])[CH2:17][C:15]=4[N:16]=3)=[CH:8][C:7]=2[F:25])[CH2:2][CH2:3]1 |f:3.4|. Reported procedure: To 2-(4-(cyclopropylmethoxy)-3-fluorophenyl)-6,7-dihydro-4H-spiro[1,3-benzoxazole-5,2′-[1,3]dioxolane] (6.00 g) in a mixed solvent of THF (40 mL)-methanol (20 mL)-water (20 mL) was added 6 M hydrochloric acid (17.4 mL), and the mixture was stirred at 70° C. for 1 hr. The reaction mixture was neutralized with saturated aqueous sodium hydrogen carbonate solution, and the mixture was extracted with ethyl acetate. To the organic layer was added sodium tetrahydroborate (657 mg), and the mixture was s... Reactants: c1ccc(CN2CCC(Nc3nccc(N4CCCCCC4)n3)C2)cc1, CCO, [H][H], [OH-], [OH-], [Pd+2]. Yields the product c1cc(N2CCCCCC2)nc(NC2CCNC2)n1. Reaction SMILES: [CH2:1]([c:2]1[cH:3][cH:4][cH:5][cH:6][cH:7]1)[N:8]1[CH2:9][CH:10]([NH:13][c:14]2[n:15][cH:16][cH:17][c:18]([N:20]3[CH2:21][CH2:22][CH2:23][CH2:24][CH2:25][CH2:26]3)[n:19]2)[CH2:11][CH2:12]1.[CH3:29][CH2:30][OH:31].[H:27][H:28].[OH-:32].[OH-:34].[Pd+2:33]>>[NH:8]1[CH2:9][CH:10]([NH:13][c:14]2[n:15][cH:16][cH:17][c:18]([N:20]3[CH2:21][CH2:22][CH2:23][CH2:24][CH2:25][CH2:26]3)[n:19]2)[CH2:11][CH2:12]1.